From a dataset of the Open Reaction Database (ORD), a public repository of structured organic reaction records. describe an organic reaction: reactants, conditions, products, and yield The reactants are N1CCC(CC1)C1(OC2=C(O1)C=CC=C2)C2=CC=C(C=C2)C(C)O (1-[4-(2-piperidin-4-yl-benzo[1,3]dioxol-2-yl)-phenyl]-ethanol), O=C(CCN1C(C2=CC=CC=C2C1=O)=O)C (2-(3-oxo-butyl)-isoindole-1,3-dione). Yields the product NCCC(C)N1CCC(CC1)C1(OC2=C(O1)C=CC=C2)C2=CC=C(C=C2)C(C)O (1-(4-{2-[1-(3-amino-1-methyl-propyl)-piperidin-4-yl]-benzo[1,3]dioxol-2-yl}-phenyl)-ethanol). Reaction SMILES: [NH:1]1[CH2:6][CH2:5][CH:4]([C:7]2([C:16]3[CH:21]=[CH:20][C:19]([CH:22]([OH:24])[CH3:23])=[CH:18][CH:17]=3)[O:11][C:10]3[CH:12]=[CH:13][CH:14]=[CH:15][C:9]=3[O:8]2)[CH2:3][CH2:2]1.O=[C:26]([CH3:40])[CH2:27][CH2:28][N:29]1C(=O)C2C(=CC=CC=2)C1=O>>[NH2:29][CH2:28][CH2:27][CH:26]([N:1]1[CH2:2][CH2:3][CH:4]([C:7]2([C:16]3[CH:17]=[CH:18][C:19]([CH:22]([OH:24])[CH3:23])=[CH:20][CH:21]=3)[O:8][C:9]3[CH:15]=[CH:14][CH:13]=[CH:12][C:10]=3[O:11]2)[CH2:5][CH2:6]1)[CH3:40]. Procedure: Using general procedure B with the above amine (166 mg, 0.510 mmol) and 2-(3-oxo-butyl)-isoindole-1,3-dione (222 mg, 1.03 mmol) and then using general procedure D afforded 1-(4-{2-[1-(3-amino-1-methyl-propyl)-piperidin-4-yl]-benzo[1,3]dioxol-2-yl}-phenyl)-ethanol as a colourless oil (139 mg, 69% over 2 steps).